Task: describe an organic reaction: reactants, conditions, products, and yield. Dataset: the Open Reaction Database (ORD), a public repository of structured organic reaction records Reactants: COC(=O)CCc1sc(N(C)Cc2ccc(OCc3nc(-c4ccccc4)oc3C)cc2)nc1-c1ccccc1, CO, Cl, [Na+], C1CCOC1, [OH-], O. Product: Cc1oc(-c2ccccc2)nc1COc1ccc(CN(C)c2nc(-c3ccccc3)c(CCC(=O)O)s2)cc1, Cl. Reaction SMILES: [CH3:1][N:2]([CH2:3][c:4]1[cH:5][cH:6][c:7]([O:10][CH2:11][c:12]2[n:13][c:14](-[c:18]3[cH:19][cH:20][cH:21][cH:22][cH:23]3)[o:15][c:16]2[CH3:17])[cH:8][cH:9]1)[c:24]1[s:25][c:26]([CH2:35][CH2:36][C:37](=[O:38])[O:39][CH3:40])[c:27](-[c:29]2[cH:30][cH:31][cH:32][cH:33][cH:34]2)[n:28]1.[CH3:50][OH:51].[ClH:48].[Na+:42].[O:43]1[CH2:44][CH2:45][CH2:46][CH2:47]1.[OH-:41].[OH2:49]>>[CH3:1][N:2]([CH2:3][c:4]1[cH:5][cH:6][c:7]([O:10][CH2:11][c:12]2[n:13][c:14](-[c:18]3[cH:19][cH:20][cH:21][cH:22][cH:23]3)[o:15][c:16]2[CH3:17])[cH:8][cH:9]1)[c:24]1[s:25][c:26]([CH2:35][CH2:36][C:37](=[O:38])[OH:39])[c:27](-[c:29]2[cH:30][cH:31][cH:32][cH:33][cH:34]2)[n:28]1.[ClH:48]. Starting materials: ClC1=CC=C(C=2CC(OC21)C)NC(=O)N2C(CCCC2)C(=O)OCC (ethyl 1-(((7-chloro-2,3-dihydro-2-methyl-4-benzofuranyl)amino)carbonyl)-2-piperidinecarboxylate), Cl (hydrochloric acid). Solvent: C(C)O (ethanol). Yields the product ClC1=CC=C(C=2CC(OC21)C)N2C(N1C(CCCC1)C2=O)=O (2-(7-chloro-2,3-dihydro-2-methyl-4-benzofuranyl)hexahydro-1H-imidazo[3,4-a]pyridine-1,3(2H)-dione). RXN SMILES: [Cl:1][C:2]1[C:10]2[O:9][CH:8]([CH3:11])[CH2:7][C:6]=2[C:5]([NH:12][C:13]([N:15]2[CH2:20][CH2:19][CH2:18][CH2:17][CH:16]2[C:21]([O:23]CC)=O)=[O:14])=[CH:4][CH:3]=1.Cl>C(O)C>[Cl:1][C:2]1[C:10]2[O:9][CH:8]([CH3:11])[CH2:7][C:6]=2[C:5]([N:12]2[C:21](=[O:23])[CH:16]3[CH2:17][CH2:18][CH2:19][CH2:20][N:15]3[C:13]2=[O:14])=[CH:4][CH:3]=1. Procedure details: A mixture of 2.0 g of 34B, 25 mL of ethanol and 25 mL of 2N hydrochloric acid was stirred and refluxed for 2 hours. Then the solvent was evaporated, the residue was mixed with 50 mL of water, and the resulting mixture was extracted with methylene, chloride. The extract was dried (MgSO4) and the solvent was evaporated. The residue was purified by filtration through a short pad of silica gel, with a 1:1 v:v mixture ethyl acetate and hexane as eluent, to give the title compound, as a solid, m.p.: 1...